Dataset: the Open Reaction Database (ORD), a public repository of structured organic reaction records. Task: describe an organic reaction: reactants, conditions, products, and yield Starting materials: O=C(CC(=C(F)F)F)NC(C(=O)OC)=O (Oxo[(3,4,4-trifluoro-3-butenyl)amino]oxoacetic acid, methyl ester), O.NN (hydrazine monohydrate), C(C)O (ethanol). Product: FC(CCNN(N)C(C=O)=O)=C(F)F (N-[(3,4,4-trifluoro-3-butenyl)amino]oxoacetic acid, hydrazide). Yield: 60.0%. As a reaction SMILES: O=[C:2]([NH:9]C(=O)C(OC)=O)[CH2:3][C:4]([F:8])=[C:5]([F:7])[F:6].[OH2:16].[NH2:17][NH2:18].[CH2:19]([OH:21])[CH3:20]>>[F:8][C:4](=[C:5]([F:6])[F:7])[CH2:3][CH2:2][NH:9][N:17]([C:20](=[O:16])[CH:19]=[O:21])[NH2:18] |f:1.2|. Procedure details: A solution of Compound 142 (4.22 g, 0.02 mole) in absolute ethanol (50 mL) is treated with hydrazine monohydrate (1.6 g, 0.032 mole) with stirring. The precipitate is filtered, washed with ethanol and dried to give 2.54 g of the title compound as a white solid, a 60% yield. m.p. 145°-200° C. The reactants are CC(C)(C)OC(=O)C(CNC(=O)CN)NS(=O)(=O)c1ccccc1, ClCCCl, CCOC(C)=O, Cl, O=C(O)C(F)(F)F, Nc1nc(CCCC(=O)O)cs1, CN(C)C=O, On1nnc2ccccc21. Yields the product CC(C)(C)OC(=O)C(CNC(=O)CNC(=O)CCCc1csc(N)n1)NS(=O)(=O)c1ccccc1. As a reaction SMILES: [C:21]([CH3:22])([CH3:23])([CH3:24])[O:25][C:26]([CH:27]([CH2:28][NH:29][C:30]([CH2:31][NH2:32])=[O:33])[NH:34][S:35](=[O:36])(=[O:37])[c:38]1[cH:39][cH:40][cH:41][cH:42][cH:43]1)=[O:44].[CH2:55]([Cl:56])[CH2:57][Cl:58].[CH3:64][CH2:65][O:66][C:67]([CH3:68])=[O:69].[ClH:1].[F:14][C:15]([F:16])([F:17])[C:18]([OH:19])=[O:20].[NH2:2][c:3]1[s:4][cH:5][c:6]([CH2:8][CH2:9][CH2:10][C:11](=[O:12])[OH:13])[n:7]1.[O:59]=[CH:60][N:61]([CH3:62])[CH3:63].[OH:45][n:46]1[c:47]2[c:48]([cH:49][cH:50][cH:51][cH:52]2)[n:53][n:54]1>>[NH2:2][c:3]1[s:4][cH:5][c:6]([CH2:8][CH2:9][CH2:10][C:11](=[O:13])[NH:32][CH2:31][C:30]([NH:29][CH2:28][CH:27]([C:26]([O:25][C:21]([CH3:22])([CH3:23])[CH3:24])=[O:44])[NH:34][S:35](=[O:36])(=[O:37])[c:38]2[cH:39][cH:40][cH:41][cH:42][cH:43]2)=[O:33])[n:7]1.